describe an organic reaction: reactants, conditions, products, and yield From a dataset of the Open Reaction Database (ORD), a public repository of structured organic reaction records. Starting materials: FC1=CC=C(C=C1)N1N=CC2=CC(=CC=C12)O[C@@H]([C@H](C)N)C1=CC(=CC=C1)OC ((1R,2S)-1-{[1-(4-fluorophenyl)-1H-indazol-5-yl]oxy}-1-(3-methoxyphenyl)propan-2-amine), S1C=C(C=C1)C(=O)O (3-thiophenecarboxylic acid). Product: FC1=CC=C(C=C1)N1N=CC2=CC(=CC=C12)O[C@@H]([C@H](C)NC(=O)C1=CSC=C1)C1=CC(=CC=C1)OC (N-[(1R,2S)-1-[1-(4-fluorophenyl)indazol-5-yl]oxy-1-(3-methoxyphenyl)propan-2-yl]thiophene-3-carboxamide). As a reaction SMILES: [F:1][C:2]1[CH:7]=[CH:6][C:5]([N:8]2[C:16]3[C:11](=[CH:12][C:13]([O:17][C@H:18]([C:22]4[CH:27]=[CH:26][CH:25]=[C:24]([O:28][CH3:29])[CH:23]=4)[C@@H:19]([NH2:21])[CH3:20])=[CH:14][CH:15]=3)[CH:10]=[N:9]2)=[CH:4][CH:3]=1.[S:30]1[CH:34]=[CH:33][C:32]([C:35](O)=[O:36])=[CH:31]1>>[F:1][C:2]1[CH:3]=[CH:4][C:5]([N:8]2[C:16]3[C:11](=[CH:12][C:13]([O:17][C@H:18]([C:22]4[CH:27]=[CH:26][CH:25]=[C:24]([O:28][CH3:29])[CH:23]=4)[C@@H:19]([NH:21][C:35]([C:32]4[CH:33]=[CH:34][S:30][CH:31]=4)=[O:36])[CH3:20])=[CH:14][CH:15]=3)[CH:10]=[N:9]2)=[CH:6][CH:7]=1. Procedure details: Prepared as described in Example 105 using (1R,2S)-1-{[1-(4-fluorophenyl)-1H-indazol-5-yl]oxy}-1-(3-methoxyphenyl)propan-2-amine (6a, 39 mg, 100 μmol) and 3-thiophenecarboxylic acid (38 mg, 300 μmol). Yield 47 mg (94%). The reactants are C(C)(=O)OCC (ethyl acetate), C(CCC)[Li] (n-butyllithium), CCCCCC (hexane), C(C)(C)NC(C)C (diisopropylamine), C(=O)(OC(C)(C)C)N[C@@H](CC(C)C)C=O (Boc-L-leucinal), Cl (HCl). Run in O1CCCC1 (tetrahydrofuran), O1CCCC1 (tetrahydrofuran). Reaction conditions: temperature 10 celsius, time 15 minute. The product is N([C@@H](CC(C)C)[C@@H](O)CC(=O)OCC)C(=O)OC(C)(C)C (Boc-Sta-OEt). The yield is 38.8%. As a reaction SMILES: C(NC(C)C)(C)C.C([Li])CCC.CCCCCC.[C:19]([O:22][CH2:23][CH3:24])(=[O:21])[CH3:20].[C:25]([NH:32][C@H:33]([CH:38]=[O:39])[CH2:34][CH:35]([CH3:37])[CH3:36])([O:27][C:28]([CH3:31])([CH3:30])[CH3:29])=[O:26].Cl>O1CCCC1>[NH:32]([C:25]([O:27][C:28]([CH3:30])([CH3:29])[CH3:31])=[O:26])[C@H:33]([C@H:38]([CH2:20][C:19]([O:22][CH2:23][CH3:24])=[O:21])[OH:39])[CH2:34][CH:35]([CH3:37])[CH3:36]. Procedure details: To diisopropylamine (7.7 gm, 0.077 mole) in dry tetrahydrofuran (26 mL) cooled to -20° C. under an argon atmosphere was added dropwise n-butyllithium in hexane (1.46 m, 52.4 mL, 0.077 mole). The solution was stirred 15 minutes, the temperature lowered to -78° C. and dry ethyl acetate (6.7 g. 0.077 mole) added dropwise while maintaining the temperature below -75° C. The solution was stirred 10 minutes and a precooled (-78° C.) tetrahydrofuran solution of Boc-L-leucinal (11 gm., 0.051 mole) was ad... Reactants: C[Si](CCOC(C[C@H](CC(=O)N1C(=CC2=CC=C(C=C12)Cl)CCCCCC)C)=O)(C)C (5-(6-Chloro-2-hexyl-indol-1-yl)-3-(S)-methyl-5-oxo-pentanoic acid 2-trimethylsilanyl-ethyl ester), FC(C(=O)O)(F)F (trifluoro acetic acid), O (water), C(C)(=O)OCC (ethyl acetate). Run in C(Cl)Cl (methylene chloride). Reaction conditions: time 3 day. Yields the product ClC1=CC=C2C=C(N(C2=C1)C(C[C@@H](CC(=O)O)C)=O)CCCCCC (5-(6-Chloro-2-hexyl-indol-1-yl)-3-(S)-methyl-5-oxo-pentanoic acid). RXN SMILES: C[Si](C)(C)CC[O:5][C:6](=[O:29])[CH2:7][C@@H:8]([CH3:28])[CH2:9][C:10]([N:12]1[C:20]2[C:15](=[CH:16][CH:17]=[C:18]([Cl:21])[CH:19]=2)[CH:14]=[C:13]1[CH2:22][CH2:23][CH2:24][CH2:25][CH2:26][CH3:27])=[O:11].FC(F)(F)C(O)=O.O.C(OCC)(=O)C>C(Cl)Cl>[Cl:21][C:18]1[CH:19]=[C:20]2[C:15]([CH:14]=[C:13]([CH2:22][CH2:23][CH2:24][CH2:25][CH2:26][CH3:27])[N:12]2[C:10](=[O:11])[CH2:9][C@H:8]([CH3:28])[CH2:7][C:6]([OH:29])=[O:5])=[CH:16][CH:17]=1. Procedure: To the cold solution of 5-(6-Chloro-2-hexyl-indol-1-yl)-3-(S)-methyl-5-oxo-pentanoic acid 2-trimethylsilanyl-ethyl ester in methylene chloride was added trifluoro acetic acid and was stirred for three days. The reaction mixture was then treated with water and ethyl acetate. The product was purified by column chromatography. Reactants: CC(CN1C2=NC(=NC=C2N=C1C)C#N)(C)C (9-(2,2-dimethyl-propyl)-8-methyl-9H-purine-2-carbonitrile), BrN1C(CCC1=O)=O (N-bromosuccinimide), C(C1=CC=CC=C1)(=O)OOC(C1=CC=CC=C1)=O (dibenzoylperoxide). The solvent is C(Cl)(Cl)(Cl)Cl (CCl4). The product is BrCC=1N(C2=NC(=NC=C2N1)C#N)CC(C)(C)C (8-bromomethyl-9-(2,2-dimethyl-propyl)-9H-purine-2-carbonitrile). As a reaction SMILES: [CH3:1][C:2]([CH3:17])([CH3:16])[CH2:3][N:4]1[C:12]([CH3:13])=[N:11][C:10]2[C:5]1=[N:6][C:7]([C:14]#[N:15])=[N:8][CH:9]=2.[Br:18]N1C(=O)CCC1=O.C(OOC(=O)C1C=CC=CC=1)(=O)C1C=CC=CC=1>C(Cl)(Cl)(Cl)Cl>[Br:18][CH2:13][C:12]1[N:4]([CH2:3][C:2]([CH3:17])([CH3:16])[CH3:1])[C:5]2[C:10]([N:11]=1)=[CH:9][N:8]=[C:7]([C:14]#[N:15])[N:6]=2. Procedure: A mixture of 1.1 g 9-(2,2-dimethyl-propyl)-8-methyl-9H-purine-2-carbonitrile, 1.7 g of N-bromosuccinimide and 116 mg dibenzoylperoxide was heated for 18 hours under reflux in 5 ml of CCl4. The mixture was evaporated and the residue was chromatographed on silicagel using hexanes/ethylacetate yielding 8-bromomethyl-9-(2,2-dimethyl-propyl)-9H-purine-2-carbonitrile as pale yellow wax. The reactants are CC(C)(C)OC(=O)N1CC2CN(c3cncc(C(=O)O)c3)CC2C1, NCCc1cccs1. The product is CC(C)(C)OC(=O)N1CC2CN(c3cncc(C(=O)NCCc4cccs4)c3)CC2C1. RXN SMILES: [C:1]([CH3:2])([CH3:3])([CH3:4])[O:5][C:6](=[O:7])[N:8]1[CH2:9][CH:10]2[CH:11]([CH2:12]1)[CH2:13][N:14]([c:16]1[cH:17][n:18][cH:19][c:20]([C:21](=[O:22])[OH:23])[cH:24]1)[CH2:15]2.[s:25]1[c:26]([CH2:30][CH2:31][NH2:32])[cH:27][cH:28][cH:29]1>>[C:1]([CH3:2])([CH3:3])([CH3:4])[O:5][C:6](=[O:7])[N:8]1[CH2:9][CH:10]2[CH:11]([CH2:12]1)[CH2:13][N:14]([c:16]1[cH:17][n:18][cH:19][c:20]([C:21](=[O:22])[NH:32][CH2:31][CH2:30][c:26]3[s:25][cH:29][cH:28][cH:27]3)[cH:24]1)[CH2:15]2. Reactants: OC(c1ccc(F)cc1Br)C(F)(F)F, ClCCl, C1COCCOCCOCCOCCOCCO1. Product: O=C(c1ccc(F)cc1Br)C(F)(F)F. As a reaction SMILES: [Br:1][c:2]1[c:3]([CH:9]([C:10]([F:11])([F:12])[F:13])[OH:14])[cH:4][cH:5][c:6]([F:8])[cH:7]1.[Cl:33][CH2:34][Cl:35].[O:15]1[CH2:16][CH2:17][O:18][CH2:19][CH2:20][O:21][CH2:22][CH2:23][O:24][CH2:25][CH2:26][O:27][CH2:28][CH2:29][O:30][CH2:31][CH2:32]1>>[Br:1][c:2]1[c:3]([C:9]([C:10]([F:11])([F:12])[F:13])=[O:14])[cH:4][cH:5][c:6]([F:8])[cH:7]1. Reactants: FC=1C=C(C=CC1C(F)(F)F)C1=CN=CC=2CCCC12 (4-(3-fluoro-4-trifluoromethyl-phenyl)-6,7-dihydro-5H-[2]pyrindine), FC(C1=CC=C(C=C1)C1=CN=CO1)(F)F (5-(4-trifluoromethyl-phenyl)-oxazole). Product: FC(C1=CC=C(C=C1)C1=CN=CC=2CCCC12)(F)F (4-(4-Trifluoromethyl-phenyl)-6,7-dihydro-5H-[2]pyrindine). Isolated yield 32.0%. As a reaction SMILES: F[C:2]1[CH:3]=[C:4]([C:12]2[C:20]3[CH2:19][CH2:18][CH2:17][C:16]=3[CH:15]=[N:14][CH:13]=2)[CH:5]=[CH:6][C:7]=1[C:8]([F:11])([F:10])[F:9].FC(F)(F)C1C=CC(C2OC=NC=2)=CC=1>>[F:11][C:8]([F:9])([F:10])[C:7]1[CH:2]=[CH:3][C:4]([C:12]2[C:20]3[CH2:19][CH2:18][CH2:17][C:16]=3[CH:15]=[N:14][CH:13]=2)=[CH:5][CH:6]=1. Procedure: In analogy to the procedure described for the preparation of 4-(3-fluoro-4-trifluoromethyl-phenyl)-6,7-dihydro-5H-[2]pyrindine (intermediate A-14 [B], batch approach), replacing 5-(3-fluoro-4-(trifluoromethyl)phenyl)-oxazole with 5-(4-trifluoromethyl-phenyl)-oxazole (CAS[87150-14-9]). The title compound was obtained as a light brown oil in 32% yield. MS: 264.1 (M+H)+. The reactants are O=C1C=2C=CC(=CC2CCC1)OCC(=O)OC (methyl 5-oxo-5,6,7,8-tetrahydro-naphth-2-yl-oxyacetate), C[Si](C)(C)C#N (trimethylsilyl cyanide). The reagents and catalysts are B(F)(F)F (BF3). The solvent is Cl (hydrogen chloride). Run at time 30 minute. Product: C(#N)C=1C=2C=CC(=CC2CCC1)OCC(=O)OC (Methyl 5-cyano-7,8-dihydro-naphth-2-yl-oxyacetate). Reaction SMILES: O=[C:2]1[CH2:11][CH2:10][CH2:9][C:8]2[CH:7]=[C:6]([O:12][CH2:13][C:14]([O:16][CH3:17])=[O:15])[CH:5]=[CH:4][C:3]1=2.C[Si]([C:22]#[N:23])(C)C>B(F)(F)F.Cl>[C:22]([C:2]1[C:3]2[CH:4]=[CH:5][C:6]([O:12][CH2:13][C:14]([O:16][CH3:17])=[O:15])=[CH:7][C:8]=2[CH2:9][CH2:10][CH:11]=1)#[N:23]. Reported procedure: 2 to 3 drops of BF3 -etherate solution are added to 0.1 mol of methyl 5-oxo-5,6,7,8-tetrahydro-naphth-2-yl-oxyacetate and 0.15 mol of trimethylsilyl cyanide, and the mixture is stirred at room temperature for 30 minutes and then at 50° C. for 1 hour. 250 ml of a saturated methanolic hydrogen chloride solution are added to this solution at room temperature and the mixture is stirred for 1 hour. Some of the product precipitates out and is filtered off. A further batch is obtained by evaporating th...